This data is from the Open Reaction Database (ORD), a public repository of structured organic reaction records. The task is: describe an organic reaction: reactants, conditions, products, and yield Starting materials: O=C([O-])[O-], O=C1CN2CCCC2CN1, CN(C)CN, [Cs+], [Cs+], I[Cu]I, Cc1cc(F)ccc1-c1cc(Cl)ncc1N(C)C(=O)C(C)(C)c1cc(C(F)(F)F)cc(C(F)(F)F)c1, C1COCCO1. As a reaction SMILES: [C:52](=[O:53])([O-:54])[O-:55].[CH2:37]1[CH:38]2[N:39]([CH2:40][C:41](=[O:43])[NH:42]1)[CH2:44][CH2:45][CH2:46]2.[CH3:47][N:48]([CH3:49])[CH2:50][NH2:51].[Cs+:56].[Cs+:57].[Cu:64]([I:65])[I:66].[F:1][C:2]([c:3]1[cH:4][c:5]([C:13]([C:14](=[O:15])[N:16]([CH3:17])[c:18]2[cH:19][n:20][c:21]([Cl:32])[cH:22][c:23]2-[c:24]2[c:25]([CH3:31])[cH:26][c:27]([F:30])[cH:28][cH:29]2)([CH3:33])[CH3:34])[cH:6][c:7]([C:9]([F:10])([F:11])[F:12])[cH:8]1)([F:35])[F:36].[O:58]1[CH2:59][CH2:60][O:61][CH2:62][CH2:63]1>>[F:1][C:2]([c:3]1[cH:4][c:5]([C:13]([C:14](=[O:15])[N:16]([CH3:17])[c:18]2[cH:19][n:20][c:21]([N:42]3[CH2:37][CH:38]4[N:39]([CH2:40][C:41]3=[O:43])[CH2:44][CH2:45][CH2:46]4)[cH:22][c:23]2-[c:24]2[c:25]([CH3:31])[cH:26][c:27]([F:30])[cH:28][cH:29]2)([CH3:33])[CH3:34])[cH:6][c:7]([C:9]([F:10])([F:11])[F:12])[cH:8]1)([F:35])[F:36]. Product: Cc1cc(F)ccc1-c1cc(N2CC3CCCN3CC2=O)ncc1N(C)C(=O)C(C)(C)c1cc(C(F)(F)F)cc(C(F)(F)F)c1.